Dataset: the Open Reaction Database (ORD), a public repository of structured organic reaction records. Task: describe an organic reaction: reactants, conditions, products, and yield The reactants are N#Cc1c(N)cccc1F, CC(C)C(=O)NC1CCC(O)CC1. As a reaction SMILES: [NH2:14][c:15]1[c:16]([C:17]#[N:18])[c:19]([F:23])[cH:20][cH:21][cH:22]1.[OH:1][CH:2]1[CH2:3][CH2:4][CH:5]([NH:8][C:9]([CH:10]([CH3:11])[CH3:12])=[O:13])[CH2:6][CH2:7]1>>[O:1]([CH:2]1[CH2:3][CH2:4][CH:5]([NH:8][C:9]([CH:10]([CH3:11])[CH3:12])=[O:13])[CH2:6][CH2:7]1)[c:19]1[c:16]([C:17]#[N:18])[c:15]([NH2:14])[cH:22][cH:21][cH:20]1. Yields the product CC(C)C(=O)NC1CCC(Oc2cccc(N)c2C#N)CC1. Reactants: C1(CC1)C1=CNC2=CC=CC=C12 (3-Cyclopropyl-1H-indole), C1(CC1)C1=C(NC2=CC=CC=C12)[Si](C)(C)C (3-Cyclopropyl-2-trimethylsilanyl-1H-indole), [F-].C(CCC)[N+](CCCC)(CCCC)CCCC (tetrabutylammonium fluoride). The solvent is O1CCCC1 (tetrahydrofuran). Conditions: temperature 70 celsius, time 2 hour. The product is N1C=CC2=CC=CC=C12 (Indole). RXN SMILES: C1([C:4]2[C:12]3[C:7](=[CH:8][CH:9]=[CH:10][CH:11]=3)[NH:6][CH:5]=2)CC1.C1(C2C3C(=CC=CC=3)NC=2[Si](C)(C)C)CC1.[F-].C([N+](CCCC)(CCCC)CCCC)CCC>O1CCCC1>[NH:6]1[C:7]2[C:12](=[CH:11][CH:10]=[CH:9][CH:8]=2)[CH:4]=[CH:5]1 |f:2.3|. Procedure: 3-Cyclopropyl-1H-indole (Ind-11) 3-Cyclopropyl-2-trimethylsilanyl-1H-indole (1.56 g, 6.0 mmol)) was dissolved in tetrahydrofuran (40 ml), tetrabutylammonium fluoride×3H2O (2.79 g, 8.84 mmol) was added and the mixture was stirred at 70° C. for 2 h. The reaction mixture was concentrated, water (90 ml) and diethyl ether (70 ml) were added and the mixture was stirred for 10 min. The phases were separated. The aqueous phase was extracted with diethyl ether (2×50 ml). The combined organic phases were ...